From a dataset of the Open Reaction Database (ORD), a public repository of structured organic reaction records. describe an organic reaction: reactants, conditions, products, and yield Reactants: COC(=O)c1ccc2c(cnn2C)c1, CO, [K+], [Li+], [OH-], O, O, O=S(=O)([O-])O. Yields the product Cn1ncc2cc(C(=O)O)ccc21. RXN SMILES: [CH3:1][n:2]1[n:3][cH:4][c:5]2[cH:6][c:7]([C:11](=[O:12])[O:13][CH3:14])[cH:8][cH:9][c:10]12.[CH3:24][OH:25].[K+:22].[Li+:16].[OH-:15].[OH2:23].[OH2:26].[S:17](=[O:18])(=[O:19])([OH:20])[O-:21]>>[CH3:1][n:2]1[n:3][cH:4][c:5]2[cH:6][c:7]([C:11](=[O:12])[OH:13])[cH:8][cH:9][c:10]12.